describe an organic reaction: reactants, conditions, products, and yield From a dataset of the Open Reaction Database (ORD), a public repository of structured organic reaction records. Reactants: O (Water), C1(CCCCC1)CC(=O)NC=1C=NC(=CC1)O (2-cyclohexyl-N-(6-hydroxy-pyridin-3-yl)-acetamide), CN(C(=O)Cl)C1=CC=CC=C1 (N -methyl-N-phenylcarbamoyl chloride), N12CCN(CC1)CC2 (1,4-diazabicyclo[2.2.2]octane). Solvent: CN(C=O)C (dimethylformamide). Product: C1(CCCCC1)CC(=O)NC=1C=CC(=NC1)OC(N(C1=CC=CC=C1)C)=O (Methyl-phenyl-carbamic acid 5-(2-cyclohexyl-acetylamino)-pyridin-2-yl ester). Yield: 71.7%. As a reaction SMILES: [CH:1]1([CH2:7][C:8]([NH:10][C:11]2[CH:12]=[N:13][C:14]([OH:17])=[CH:15][CH:16]=2)=[O:9])[CH2:6][CH2:5][CH2:4][CH2:3][CH2:2]1.[CH3:18][N:19]([C:23]1[CH:28]=[CH:27][CH:26]=[CH:25][CH:24]=1)[C:20](Cl)=[O:21].N12CCN(CC1)CC2.O>CN(C)C=O>[CH:1]1([CH2:7][C:8]([NH:10][C:11]2[CH:16]=[CH:15][C:14]([O:17][C:20](=[O:21])[N:19]([CH3:18])[C:23]3[CH:28]=[CH:27][CH:26]=[CH:25][CH:24]=3)=[N:13][CH:12]=2)=[O:9])[CH2:6][CH2:5][CH2:4][CH2:3][CH2:2]1. Reported procedure: A solution of 2-cyclohexyl-N-(6-hydroxy-pyridin-3-yl)-acetamide (0.70 g, 3.00 mmol), N -methyl-N-phenylcarbamoyl chloride (0.51 g, 3.00 mmol) and 1,4-diazabicyclo[2.2.2]octane (0.34 g, 3.00 mmol) in dimethylformamide (15 ml) was stirred at room temperature for 1 hour. Water was added and the precipitates were collected by suction. The solids were dissolved in dichloromethane and the solution was dried over sodium sulphate, filtered and evaporated in vacuo. The residue was crystallised from ethyl... Reactants: CC(C)=O, O=S(=O)(Cl)c1ccc(N2CCCCCC2)cc1, C1CN2CCN1CC2, O, NCC(O)CC(=O)O. The product is O=C(O)CC(O)CNS(=O)(=O)c1ccc(N2CCCCCC2)cc1. RXN SMILES: [CH3:18][C:19](=[O:20])[CH3:21].[N:1]1([c:8]2[cH:9][cH:10][c:11]([S:14](=[O:15])(=[O:16])[Cl:17])[cH:12][cH:13]2)[CH2:2][CH2:3][CH2:4][CH2:5][CH2:6][CH2:7]1.[N:30]12[CH2:31][CH2:32][N:33]([CH2:34][CH2:35]1)[CH2:36][CH2:37]2.[OH2:38].[OH:22][CH:23]([CH2:24][C:25](=[O:26])[OH:27])[CH2:28][NH2:29]>>[N:1]1([c:8]2[cH:9][cH:10][c:11]([S:14](=[O:15])(=[O:16])[NH:29][CH2:28][CH:23]([OH:22])[CH2:24][C:25](=[O:26])[OH:27])[cH:12][cH:13]2)[CH2:2][CH2:3][CH2:4][CH2:5][CH2:6][CH2:7]1.